From a dataset of the Open Reaction Database (ORD), a public repository of structured organic reaction records. describe an organic reaction: reactants, conditions, products, and yield Reactants: 28.8, C1(=CC=CC=C1)C=1NC=CN1 (2-phenyl-1H-imidazole), BrC1=CC=C(C=C1)OC (1-bromo-4-methoxybenzene), C([O-])([O-])=O.[K+].[K+] (potassium carbonate). Run in CN(C(C)=O)C (N,N-dimethylacetamide). Yields the product 10, COC1=CC=C(C=C1)N1C(=NC=C1)C1=CC=CC=C1 (1-(4-methoxyphenyl)-2-phenyl-1H-imidazole). Isolated yield 25.0%. Reaction SMILES: [C:1]1([C:7]2[NH:8][CH:9]=[CH:10][N:11]=2)[CH:6]=[CH:5][CH:4]=[CH:3][CH:2]=1.Br[C:13]1[CH:18]=[CH:17][C:16]([O:19][CH3:20])=[CH:15][CH:14]=1.C(=O)([O-])[O-].[K+].[K+]>CN(C)C(=O)C>[CH3:20][O:19][C:16]1[CH:17]=[CH:18][C:13]([N:11]2[CH:10]=[CH:9][N:8]=[C:7]2[C:1]2[CH:2]=[CH:3][CH:4]=[CH:5][CH:6]=2)=[CH:14][CH:15]=1 |f:2.3.4|. Procedure details: A mixture of 28.8 parts of 2-phenyl-1H-imidazole, 37.4 parts of 1-bromo-4-methoxybenzene, 20 parts of potassium carbonate and 180 parts of N,N-dimethylacetamide is stirred for one week at reflux temperature. The reaction mixture is cooled, poured onto water and the product is extracted twice with 2,2'-oxybispropane. The combined extracts are dried, filtered and evaporated, yielding 10 parts (25%) of 1-(4-methoxyphenyl)-2-phenyl-1H-imidazole as a residue. Starting materials: CCOC(=O)c1csc(NC(=N)N)n1, CCO, NN, O. Product: N=C(N)Nc1nc(C(=O)NN)cs1. Reaction SMILES: [CH2:1]([O:3][C:4](=[O:2])[c:6]1[n:7][c:8]([NH:11][C:12](=[NH:13])[NH2:14])[s:9][cH:10]1)[CH3:5].[CH3:18][CH2:19][OH:20].[NH2:16][NH2:17].[OH2:15]>>[O:3]=[C:4]([c:6]1[n:7][c:8]([NH:11][C:12](=[NH:13])[NH2:14])[s:9][cH:10]1)[NH:16][NH2:17]. Starting materials: BrCCC1=CNC2=CC=CC=C12 (3-(2-bromo-ethyl)-1H-indole), N1CCOCC1 (Morpholine). Solvent: O1CCOCC1 (dioxane). Conditions: temperature 70 celsius, time 14 hour. The product is N1C=C(C2=CC=CC=C12)CCN1CCOCC1 (4-(2-(1H-Indol-3-yl)ethyl)morpholine). As a reaction SMILES: [NH:1]1[CH2:6][CH2:5][O:4][CH2:3][CH2:2]1.Br[CH2:8][CH2:9][C:10]1[C:18]2[C:13](=[CH:14][CH:15]=[CH:16][CH:17]=2)[NH:12][CH:11]=1>O1CCOCC1>[NH:12]1[C:13]2[C:18](=[CH:17][CH:16]=[CH:15][CH:14]=2)[C:10]([CH2:9][CH2:8][N:1]2[CH2:6][CH2:5][O:4][CH2:3][CH2:2]2)=[CH:11]1. Procedure details: Morpholine (2.33 g, 2.33 ml, 26.8 mmol) was dissolved in abs. dioxane (50 ml), and 3-(2-bromo-ethyl)-1H-indole (3.00 g, 13.4 mmol) was added at RT. The solution was stirred at 70° C. for 14 h and concentrated i. vac., the residue was taken up in CHCl3 (100 ml) and the mixture was washed with water (2×30 ml). The organic phase was dried over Na2SO4, filtered and concentrated i. vac. The residue obtained was recrystallized from aqueous methanol.